Dataset: the Open Reaction Database (ORD), a public repository of structured organic reaction records. Task: describe an organic reaction: reactants, conditions, products, and yield Reactants: Compound 15, OCC1=C(C(=NC=C1F)F)F (4-hydroxymethyl-2,3,5-trifluoropyridine), ClC(=C[C@H]1C([C@H]1C(=O)Cl)(C)C)C(F)(F)F (cis-3-(2-chloro-3,3,3-trifluoropropenyl)-2,2-dimethylcyclopropanecarbonyl chloride). Product: ClC(=C[C@H]1C([C@H]1C(=O)OCC1=C(C(=NC=C1F)F)F)(C)C)C(F)(F)F ((2,3,5-trifluoropyridin-4-yl)methyl cis-3-(2-chloro-3,3,3-trifluoropropenyl)-2,2-dimethylcyclopropanecarboxylate). The yield is 45.1%. Reaction SMILES: [OH:1][CH2:2][C:3]1[C:8]([F:9])=[CH:7][N:6]=[C:5]([F:10])[C:4]=1[F:11].[Cl:12][C:13]([C:23]([F:26])([F:25])[F:24])=[CH:14][C@@H:15]1[C@H:17]([C:18](Cl)=[O:19])[C:16]1([CH3:22])[CH3:21]>>[Cl:12][C:13]([C:23]([F:24])([F:25])[F:26])=[CH:14][C@@H:15]1[C@H:17]([C:18]([O:1][CH2:2][C:3]2[C:8]([F:9])=[CH:7][N:6]=[C:5]([F:10])[C:4]=2[F:11])=[O:19])[C:16]1([CH3:22])[CH3:21]. Reported procedure: By the method of Example 2, 0.3 g (0.002 mole) of 4-hydroxymethyl-2,3,5-trifluoropyridine (from Example 9) was reacted with 0.5 g (0.002 mole) of cis-3-(2-chloro-3,3,3-trifluoropropenyl)-2,2-dimethylcyclopropanecarbonyl chloride to produce 0.35 g of (2,3,5-trifluoropyridin-4-yl)methyl cis-3-(2-chloro-3,3,3-trifluoropropenyl)-2,2-dimethylcyclopropanecarboxylate as a clear, yellow oil, Compound 15 of the tables below. Reactants: C(C1=CC=CC=C1)N1CCC(CC1)N(C1=NC=CC=C1OCC)C (1-Benzyl-4-[N-methyl-N-(3-ethoxy-2-pyridinyl)amino]piperidine), C(=O)[O-].[NH4+] (ammonium formate). The reagents and catalysts are [Pd] (palladium-on-carbon). Run in CO (methanol). Run at time 45 minute. The product is CN(C1=NC=CC=C1OCC)C1CCNCC1 (4-[N-Methyl-N-(3-ethoxy-2-pyridinyl)amino]piperidine). RXN SMILES: C([N:8]1[CH2:13][CH2:12][CH:11]([N:14]([CH3:24])[C:15]2[C:20]([O:21][CH2:22][CH3:23])=[CH:19][CH:18]=[CH:17][N:16]=2)[CH2:10][CH2:9]1)C1C=CC=CC=1.C([O-])=O.[NH4+]>CO.[Pd]>[CH3:24][N:14]([CH:11]1[CH2:12][CH2:13][NH:8][CH2:9][CH2:10]1)[C:15]1[C:20]([O:21][CH2:22][CH3:23])=[CH:19][CH:18]=[CH:17][N:16]=1 |f:1.2|. Procedure: A mixture of 1-benzyl-4-[N-methyl-N-(3-ethoxy-2-pyridinyl)amino]piperidine (EXAMPLE 70, 1.40 g), palladium-on-carbon (10%, 1.4 g) and ammonium formate (813 mg) in methanol (25 ml) is degassed, stirred at 65° for 45 min, cooled to 20°-25°, and filtered to remove catalyst. The filtrate is concentrated under reduced pressure to give the title compound, NMR (CDCl3) 7.83, 6.97, 6.71, 4.02, 3.88, 3.15, 2.88, 2.63, 1.75 and 1.46δ. Starting materials: O (water), [H-].[Na+] (Sodium hydride), C(C)(C)(C)OC(=O)N1CC(NCC1)=O (4-tert-butoxycarbonyl-2-oxopiperazine), BrCCCN1C(C=2C(C1=O)=CC=CC2)=O (N-(3-bromopropyl)phthalimide). The solvent is CN(C=O)C (N,N-dimethylformamide). Run at time 1 hour. The product is C(C)(C)(C)OC(=O)N1CC(N(CC1)CCCN1C(C=2C(C1=O)=CC=CC2)=O)=O (4-tert-butoxycarbonyl-1-(3-phthalimidopropan-1-yl)-2-oxopiperazine). Yield: 58.2%. As a reaction SMILES: [H-].[Na+].[C:3]([O:7][C:8]([N:10]1[CH2:15][CH2:14][NH:13][C:12](=[O:16])[CH2:11]1)=[O:9])([CH3:6])([CH3:5])[CH3:4].Br[CH2:18][CH2:19][CH2:20][N:21]1[C:25](=[O:26])[C:24]2=[CH:27][CH:28]=[CH:29][CH:30]=[C:23]2[C:22]1=[O:31].O>CN(C)C=O>[C:3]([O:7][C:8]([N:10]1[CH2:15][CH2:14][N:13]([CH2:18][CH2:19][CH2:20][N:21]2[C:25](=[O:26])[C:24]3=[CH:27][CH:28]=[CH:29][CH:30]=[C:23]3[C:22]2=[O:31])[C:12](=[O:16])[CH2:11]1)=[O:9])([CH3:6])([CH3:4])[CH3:5] |f:0.1|. Reported procedure: Sodium hydride (60% in oil, 1.78 g, 44.5 mmol) was added in a small portions to a stirred solution of 4-tert-butoxycarbonyl-2-oxopiperazine (8.00 g, 40.0 mmol) in N,N-dimethylformamide (100 ml) at room temperature and the mixture was stirred at room temperature for 1 hour. Then, N-(3-bromopropyl)phthalimide (12.5 g, 46.6 mmol) was added to the mixture. After stirring at room temperature for 1 hour, the reaction mixture was poured into water and extracted with ethyl acetate. The extract was succe... Reactants: CC1=CC(=NN1)C(=O)O (5-methyl-1H-pyrazole-3-carboxylic acid), CCN=C=NCCCN(C)C.Cl (EDCl), C=1C=CC2=C(C1)N=NN2O (HOBT), FC(C)(C)C1=CC=C(C=C1)C(N)=NO (4-(2-fluoropropan-2-yl)-N′-hydroxybenzenecarboximidamide), FC(C)(C)C1=CC=C(C=C1)C(N)=NO (4-(2-fluoropropan-2-yl)-N′-hydroxybenzenecarboximidamide). Solvent: CN(C)C=O (DMF). Run at time 2 hour. Yields the product FC(C)(C)C1=CC=C(C=C1)C1=NOC(=N1)C1=NNC(=C1)C (3-[4-(2-Fluoropropan-2-yl)phenyl]-5-(5-methyl-1H-pyrazol-3-yl)-1,2,4-oxadiazole). Isolated yield 68.5%. Reaction SMILES: [CH3:1][C:2]1[NH:6][N:5]=[C:4]([C:7]([OH:9])=O)[CH:3]=1.CCN=C=NCCCN(C)C.Cl.C1C=CC2N(O)N=NC=2C=1.[F:32][C:33]([C:36]1[CH:41]=[CH:40][C:39]([C:42](=[N:44]O)[NH2:43])=[CH:38][CH:37]=1)([CH3:35])[CH3:34]>CN(C=O)C>[F:32][C:33]([C:36]1[CH:41]=[CH:40][C:39]([C:42]2[N:43]=[C:7]([C:4]3[CH:3]=[C:2]([CH3:1])[NH:6][N:5]=3)[O:9][N:44]=2)=[CH:38][CH:37]=1)([CH3:35])[CH3:34] |f:1.2|. Reported procedure: To a mechanically stirred solution of 5-methyl-1H-pyrazole-3-carboxylic acid (1.59 g, 12.64 mmol) in dry DMF (64 mL) was added EDCl (2.42 g, 12.64 mmol), HOBT (1.71 g, 12.64 mmol) and 4-(2-fluoropropan-2-yl)-N′-hydroxybenzenecarboximidamide (Intermediate Q, 2.48 g, 12.64 mmol). The mixture was stirred at rt for 2 h, and then heated to 140° C. and stirred for additional 1 h. After being cooled to it, the solvent was removed under reduced pressure. Ethyl acetate (150 mL) and 2% aqueous citric acid... The reactants are Br, Cc1ccccc1Cc1ccccc1, CC(=O)OC(C)=O, CC(=O)O, [Co], [Mn], O, O=C1c2ccccc2C(=O)c2ccccc21. Product: O=C(O)c1ccccc1C(=O)c1ccccc1. RXN SMILES: [Br:31].[CH2:17]([c:18]1[cH:19][cH:20][cH:21][cH:22][c:23]1[CH3:24])[c:25]1[cH:26][cH:27][cH:28][cH:29][cH:30]1.[CH3:32][C:33](=[O:34])[O:35][C:36](=[O:37])[CH3:38].[CH3:42][C:43](=[O:44])[OH:45].[Co:39].[Mn:40].[OH2:41].[cH:1]1[cH:2][cH:3][cH:4][c:5]2[c:14]1[C:13](=[O:15])[c:12]1[c:7]([cH:8][cH:9][cH:10][cH:11]1)[C:6]2=[O:16]>>[cH:1]1[cH:2][cH:3][cH:4][c:5]([C:6]([OH:16])=[O:34])[c:14]1[C:13]([c:12]1[cH:7][cH:8][cH:9][cH:10][cH:11]1)=[O:15].